Dataset: the Open Reaction Database (ORD), a public repository of structured organic reaction records. Task: describe an organic reaction: reactants, conditions, products, and yield Starting materials: C(#N)CCOP(Cl)Cl (2-Cyanoethyldichlorophosphite), C[Si](N1CCOCC1)(C)C (4-(trimethylsilyl)morpholine). The solvent is C(Cl)Cl (CH2Cl2). Run at time 2 hour. The product is ClP(N1CCOCC1)OCCC#N (Chloro(2-Cyanoethoxy)morpholinophosphine). The yield is 99.3%. Reaction SMILES: [C:1]([CH2:3][CH2:4][O:5][P:6]([Cl:8])Cl)#[N:2].C[Si](C)(C)[N:11]1[CH2:16][CH2:15][O:14][CH2:13][CH2:12]1>C(Cl)Cl>[Cl:8][P:6]([O:5][CH2:4][CH2:3][C:1]#[N:2])[N:11]1[CH2:16][CH2:15][O:14][CH2:13][CH2:12]1. Procedure: To a solution of 2-Cyanoethyldichlorophosphite (3.0 g, 17.5 mmol, 2.2 mL) in CH2Cl2 (45 mL) was added dropwise 4-(trimethylsilyl)morpholine (3.1 mL, 2.8 g, 17.5 mmol) at 0° C. The resulting mixture was stirred for 2 h at room temperature. The solvent was removed under reduced pressure to give a pale yellow oil (3.87 g, 86%) as a product. Reactants: CS(C)=O, OCCCOc1ccccc1Cl, Cc1ccnc2nc(Cl)[nH]c(=O)c12, Cl. The product is Cc1ccnc2nc(OCCCOc3ccccc3Cl)[nH]c(=O)c12. As a reaction SMILES: [CH3:27][S:28]([CH3:29])=[O:30].[Cl:15][c:16]1[c:17]([O:18][CH2:19][CH2:20][CH2:21][OH:22])[cH:23][cH:24][cH:25][cH:26]1.[Cl:2][c:3]1[nH:4][c:5](=[O:14])[c:6]2[c:7]([n:8]1)[n:9][cH:10][cH:11][c:12]2[CH3:13].[ClH:1]>>[c:3]1([O:22][CH2:21][CH2:20][CH2:19][O:18][c:17]2[c:16]([Cl:15])[cH:26][cH:25][cH:24][cH:23]2)[nH:4][c:5](=[O:14])[c:6]2[c:7]([n:8]1)[n:9][cH:10][cH:11][c:12]2[CH3:13].